From a dataset of the Open Reaction Database (ORD), a public repository of structured organic reaction records. describe an organic reaction: reactants, conditions, products, and yield Reactants: O=C(O)Cc1ccc(F)c(Br)c1, CC1C(c2ccccc2)OC(=O)N1Cc1cc(C(F)(F)F)ccc1B1OC(C)(C)C(C)(C)O1. Yields the product CC1C(c2ccccc2)OC(=O)N1Cc1cc(C(F)(F)F)ccc1-c1cc(CC(=O)O)ccc1F. Reaction SMILES: [Br:34][c:35]1[cH:36][c:37]([CH2:42][C:43](=[O:44])[OH:45])[cH:38][cH:39][c:40]1[F:41].[CH3:1][CH:2]1[N:3]([CH2:14][c:15]2[c:16]([B:25]3[O:26][C:27]([CH3:28])([CH3:29])[C:30]([CH3:31])([CH3:32])[O:33]3)[cH:17][cH:18][c:19]([C:21]([F:22])([F:23])[F:24])[cH:20]2)[C:4](=[O:13])[O:5][CH:6]1[c:7]1[cH:8][cH:9][cH:10][cH:11][cH:12]1>>[CH3:1][CH:2]1[N:3]([CH2:14][c:15]2[c:16](-[c:35]3[cH:36][c:37]([CH2:42][C:43](=[O:44])[OH:45])[cH:38][cH:39][c:40]3[F:41])[cH:17][cH:18][c:19]([C:21]([F:22])([F:23])[F:24])[cH:20]2)[C:4](=[O:13])[O:5][CH:6]1[c:7]1[cH:8][cH:9][cH:10][cH:11][cH:12]1.